The task is: describe an organic reaction: reactants, conditions, products, and yield. This data is from the Open Reaction Database (ORD), a public repository of structured organic reaction records. The reactants are C=CCN(C(C)c1ccccc1)C(CC(=O)OC(C)(C)C)C(C)C, C=CCN(C(C=Cc1ccccc1)CC(=O)OC(C)(C)C)C(C)c1ccccc1, ClC(Cl)Cl, CC(C)(C)OC(=O)C=CCc1ccccc1. Product: CC(NC(CC(=O)OC(C)(C)C)C(C)C)c1ccccc1. RXN SMILES: [CH2:1]([CH:2]=[CH2:3])[N:4]([CH:5]([CH2:6][C:7](=[O:8])[O:9][C:10]([CH3:11])([CH3:12])[CH3:13])[CH:14]([CH3:15])[CH3:16])[CH:17]([c:18]1[cH:19][cH:20][cH:21][cH:22][cH:23]1)[CH3:24].[CH2:25]([N:26]([CH:27]([CH3:28])[c:29]1[cH:30][cH:31][cH:32][cH:33][cH:34]1)[CH:35]([CH:36]=[CH:37][c:38]1[cH:39][cH:40][cH:41][cH:42][cH:43]1)[CH2:44][C:45]([O:46][C:47]([CH3:48])([CH3:49])[CH3:50])=[O:51])[CH:52]=[CH2:53].[Cl:70][CH:71]([Cl:72])[Cl:73].[c:54]1([CH2:55][CH:56]=[CH:57][C:58]([O:59][C:60]([CH3:61])([CH3:62])[CH3:63])=[O:64])[cH:65][cH:66][cH:67][cH:68][cH:69]1>>[NH:4]([CH:5]([CH2:6][C:7](=[O:8])[O:9][C:10]([CH3:11])([CH3:12])[CH3:13])[CH:14]([CH3:15])[CH3:16])[CH:17]([c:18]1[cH:19][cH:20][cH:21][cH:22][cH:23]1)[CH3:24].